describe an organic reaction: reactants, conditions, products, and yield From a dataset of the Open Reaction Database (ORD), a public repository of structured organic reaction records. Reactants: COC1=C(CN2C3=C(C(=C(C2=O)C(=O)O)C2=CC=C(C=C2)OC)OC2=C3C=CC(=C2)[N+](=O)[O-])C=CC=C1 (1,2-dihydro-1-(2-methoxybenzyl)-4-(4-methoxyphenyl)-2-oxo-7-nitrobenzofuro[3,2-b]pyridine-3-carboxylic acid). Reagents/catalysts: [Ni] (Raney nickel). Solvent: CO (methanol). Product: NC1=CC2=C(C=C1)C=1N(C(C(=C(C1O2)C2=CC=C(C=C2)OC)C(=O)O)=O)CC2=C(C=CC=C2)OC (7-amino-1,2-dihydro-1-(2-methoxybenzyl)-4-(4-methoxyphenyl)-2-oxobenzofuro[3,2-b]pyridine-3-carboxylic acid). Reaction SMILES: [CH3:1][O:2][C:3]1[CH:37]=[CH:36][CH:35]=[CH:34][C:4]=1[CH2:5][N:6]1[C:11](=[O:12])[C:10]([C:13]([OH:15])=[O:14])=[C:9]([C:16]2[CH:21]=[CH:20][C:19]([O:22][CH3:23])=[CH:18][CH:17]=2)[C:8]2[O:24][C:25]3[CH:30]=[C:29]([N+:31]([O-])=O)[CH:28]=[CH:27][C:26]=3[C:7]1=2>CO.[Ni]>[NH2:31][C:29]1[CH:28]=[CH:27][C:26]2[C:7]3[N:6]([CH2:5][C:4]4[CH:34]=[CH:35][CH:36]=[CH:37][C:3]=4[O:2][CH3:1])[C:11](=[O:12])[C:10]([C:13]([OH:15])=[O:14])=[C:9]([C:16]4[CH:21]=[CH:20][C:19]([O:22][CH3:23])=[CH:18][CH:17]=4)[C:8]=3[O:24][C:25]=2[CH:30]=1. Procedure details: A solution of 1 g of 1,2-dihydro-1-(2-methoxybenzyl)-4-(4-methoxyphenyl)-2-oxo-7-nitrobenzofuro[3,2-b]pyridine-3-carboxylic acid, m.p. 245°, prepared analogously to Examples 1 and 2, in 25 ml of methanol is hydrogenated to completion on 1 g of Raney nickel at normal pressure and 20°. The mixture is filtered, the solvent is removed and 7-amino-1,2-dihydro-1-(2-methoxybenzyl)-4-(4-methoxyphenyl)-2-oxobenzofuro[3,2-b]pyridine-3-carboxylic acid, m.p. 268°, is obtained. Reactants: CC(=O)Nc1nc(C)c(-c2ccc(S(=O)(=O)Cl)s2)s1, CCN(C(C)C)C(C)C, ClCCl, CN1CCC(N)CC1, CN(C)C=O. Product: CC(=O)Nc1nc(C)c(-c2ccc(S(=O)(=O)NC3CCN(C)CC3)s2)s1. RXN SMILES: [C:1]([CH3:2])(=[O:3])[NH:4][c:5]1[s:6][c:7](-[c:11]2[cH:12][cH:13][c:14]([S:16](=[O:17])(=[O:18])[Cl:19])[s:15]2)[c:8]([CH3:10])[n:9]1.[CH:28]([N:29]([CH2:30][CH3:31])[CH:32]([CH3:33])[CH3:34])([CH3:35])[CH3:36].[Cl:37][CH2:38][Cl:39].[NH2:20][CH:21]1[CH2:22][CH2:23][N:24]([CH3:27])[CH2:25][CH2:26]1.[O:40]=[CH:41][N:42]([CH3:43])[CH3:44]>>[C:1]([CH3:2])(=[O:3])[NH:4][c:5]1[s:6][c:7](-[c:11]2[cH:12][cH:13][c:14]([S:16](=[O:17])(=[O:18])[NH:20][CH:21]3[CH2:22][CH2:23][N:24]([CH3:27])[CH2:25][CH2:26]3)[s:15]2)[c:8]([CH3:10])[n:9]1. Reactants: [N+](=O)([O-])C1=CC=C(C=C1)CCN1C(CNCC1)=O (1-[2-(4-Nitrophenyl)ethyl]piperazin-2-one), FC1=C(C=CC(=C1)[N+](=O)[O-])CC=O ((2-Fluoro-4-nitrophenyl)acetaldehyde). The product is FC1=C(C=CC(=C1)[N+](=O)[O-])CCN1CC(N(CC1)CCC1=CC=C(C=C1)[N+](=O)[O-])=O (4-[2-(2-Fluoro-4-nitrophenyl)ethyl]-1-[2-(4-nitrophenyl)ethyl]piperazin-2-one). Reaction SMILES: [N+:1]([C:4]1[CH:9]=[CH:8][C:7]([CH2:10][CH2:11][N:12]2[CH2:17][CH2:16][NH:15][CH2:14][C:13]2=[O:18])=[CH:6][CH:5]=1)([O-:3])=[O:2].[F:19][C:20]1[CH:25]=[C:24]([N+:26]([O-:28])=[O:27])[CH:23]=[CH:22][C:21]=1[CH2:29][CH:30]=O>>[F:19][C:20]1[CH:25]=[C:24]([N+:26]([O-:28])=[O:27])[CH:23]=[CH:22][C:21]=1[CH2:29][CH2:30][N:15]1[CH2:16][CH2:17][N:12]([CH2:11][CH2:10][C:7]2[CH:8]=[CH:9][C:4]([N+:1]([O-:3])=[O:2])=[CH:5][CH:6]=2)[C:13](=[O:18])[CH2:14]1. Procedure details: The title compound was prepared from 1-[2-(4-Nitrophenyl)ethyl]piperazin-2-one and (2-Fluoro-4-nitrophenyl)acetaldehyde following essentially the same procedure as Example 6. The product was purified by mass-directed reverse phase HPLC (AcCN-Water with 0.1% TFA). LC-MS (IE, m/z): 417 [M+1]+. The reactants are [Na+].[Na+].C(CCCCCCCCCCCCCCCCCC)NC=1C=C(C(C(=O)[O-])=CC1)C(=O)[O-] (4-nonadecylaminophthalic acid disodium salt), 4-alkylaminophthalic acids, [Na+].[Na+].C(CCCCCCCCCCCCCC)NC=1C=C(C(C(=O)[O-])=CC1)C(=O)[O-] (4-pentadecylaminophthalic acid disodium salt), [Na+].[Na+].C(CCCCCCCCC)NC=1C=C(C(C(=O)[O-])=CC1)C(=O)[O-] (4-decylaminophthalic acid disodium salt), [Na][Na] (disodium), [Na+].[Na+].C(CCCCCCCCCC)NC=1C=C(C(C(=O)[O-])=CC1)C(=O)[O-] (4-undecylaminophthalic acid disodium salt), [Na+].[Na+].C(CCCCCCCCCCCCCCCCC)NC=1C=C(C(C(=O)[O-])=CC1)C(=O)[O-] (4-octadecylaminophthalic acid disodium salt), [Na+].[Na+].C(CCCCCCCCCCCC)NC=1C=C(C(C(=O)[O-])=CC1)C(=O)[O-] (4-tridecylaminophthalic acid disodium salt), [Na+].[Na+].CC(CCCCCCCCCCCCCNC=1C=C(C(C(=O)[O-])=CC1)C(=O)[O-])C (4-(14-methylpentadecyl)aminophthalic acid disodium salt), [Na+].[Na+].C(CCCCCCCCCCCCC)NC=1C=C(C(C(=O)[O-])=CC1)C(=O)[O-] (4-tetradecylaminophthalic acid disodium salt), [Na+].[Na+].C(CCCCCCCCCCC)NC=1C=C(C(C(=O)[O-])=CC1)C(=O)[O-] (4-dodecylaminophthalic acid disodium salt), [Na+].[Na+].C(CCCCCCC)NC=1C=C(C(C(=O)[O-])=CC1)C(=O)[O-] (4-octylaminophthalic acid disodium salt), [Na+].[Na+].C(CCCCCCCC)NC=1C=C(C(C(=O)[O-])=CC1)C(=O)[O-] (4-nonylaminophthalic acid disodium salt), [Na+].[Na+].[Na+].CC(CCCCCCCCCC)NC=1C=C(C(C(=O)[O-])=CC1)C(=O)[O-] (4-(1-methylundecyl)aminophthalic acid disodium sodium salt). The product is [Na+].[Na+].C(CCCCCCCCCCCCCCC)NC=1C=C(C(C(=O)[O-])=CC1)C(=O)[O-] (4-Hexadecylaminophthalic acid Disodium Salt). RXN SMILES: [Na+:1].[Na+].[CH2:3]([NH:11][C:12]1[CH:13]=[C:14]([C:21]([O-:23])=[O:22])[C:15](=[CH:19][CH:20]=1)[C:16]([O-:18])=[O:17])[CH2:4][CH2:5][CH2:6][CH2:7][CH2:8][CH2:9][CH3:10].[Na+].[Na+].[CH2:26](NC1C=C(C([O-])=O)C(=CC=1)C([O-])=O)[CH2:27][CH2:28][CH2:29][CH2:30][CH2:31][CH2:32][CH2:33]C.[Na+].[Na+].C(NC1C=C(C([O-])=O)C(=CC=1)C([O-])=O)CCCCCCCCC.[Na+].[Na+].C(NC1C=C(C([O-])=O)C(=CC=1)C([O-])=O)CCCCCCCCCC.[Na+].[Na+].[Na+].CC(NC1C=C(C([O-])=O)C(=CC=1)C([O-])=O)CCCCCCCCCC.[Na+].[Na+].C(NC1C=C(C([O-])=O)C(=CC=1)C([O-])=O)CCCCCCCCCCC.[Na+].[Na+].C(NC1C=C(C([O-])=O)C(=CC=1)C([O-])=O)CCCCCCCCCCCC.[Na+].[Na+].C(NC1C=C(C([O-])=O)C(=CC=1)C([O-])=O)CCCCCCCCCCCCC.[Na+].[Na+].C(NC1C=C(C([O-])=O)C(=CC=1)C([O-])=O)CCCCCCCCCCCCCC.[Na+].[Na+].CC(C)CCCCCCCCCCCCCNC1C=C(C([O-])=O)C(=CC=1)C([O-])=O.[Na][Na].[Na+].[Na+].C(NC1C=C(C([O-])=O)C(=CC=1)C([O-])=O)CCCCCCCCCCCCCCCCC.[Na+].[Na+].C(NC1C=C(C([O-])=O)C(=CC=1)C([O-])=O)CCCCCCCCCCCCCCCCCC>>[Na+:1].[Na+:1].[CH2:3]([NH:11][C:12]1[CH:13]=[C:14]([C:21]([O-:23])=[O:22])[C:15](=[CH:19][CH:20]=1)[C:16]([O-:18])=[O:17])[CH2:4][CH2:5][CH2:6][CH2:7][CH2:8][CH2:9][CH2:10][CH2:26][CH2:27][CH2:28][CH2:29][CH2:30][CH2:31][CH2:32][CH3:33] |f:0.1.2,3.4.5,6.7.8,9.10.11,12.13.14.15,16.17.18,19.20.21,22.23.24,25.26.27,28.29.30,32.33.34,35.36.37,38.39.40|. Reported procedure: Similarly, the 4-alkylaminophthalic acids described in Example 12 give, respectively, 4-octylaminophthalic acid disodium salt, 4-nonylaminophthalic acid disodium salt, 4-decylaminophthalic acid disodium salt, 4-undecylaminophthalic acid disodium salt, 4-(1-methylundecyl)aminophthalic acid disodium sodium salt, 4-dodecylaminophthalic acid disodium salt, 4-tridecylaminophthalic acid disodium salt, 4-tetradecylaminophthalic acid disodium salt, 4-pentadecylaminophthalic acid disodium salt, 4-(14-met... The reactants are NC=1C=CC(=NC1)OC=1C=C2CCC(OC2=CC1)C1=CC=CC=C1 (5-amino-2-(2-phenylchroman-6-yloxy)pyridine), FC1=C(C=CC(=C1)F)C1OC2=CC=C(C=C2CC1)OC1=NC=C(C=C1)[N+](=O)[O-] (2-[2-(2,4-difluorophenyl)chroman-6-yloxy]-5-nitropyridine). Yields the product FC1=C(C=CC(=C1)F)C1OC2=CC=C(C=C2CC1)OC1=CC=C(C=N1)N (6-[2-(2,4-Difluorophenyl)chroman-6-yloxy]-pyridin-3-ylamine). RXN SMILES: NC1C=CC(OC2C=C3C(=CC=2)OC(C2C=CC=CC=2)CC3)=NC=1.[F:25][C:26]1[CH:31]=[C:30]([F:32])[CH:29]=[CH:28][C:27]=1[CH:33]1[CH2:42][CH2:41][C:40]2[C:35](=[CH:36][CH:37]=[C:38]([O:43][C:44]3[CH:49]=[CH:48][C:47]([N+:50]([O-])=O)=[CH:46][N:45]=3)[CH:39]=2)[O:34]1>>[F:25][C:26]1[CH:31]=[C:30]([F:32])[CH:29]=[CH:28][C:27]=1[CH:33]1[CH2:42][CH2:41][C:40]2[C:35](=[CH:36][CH:37]=[C:38]([O:43][C:44]3[N:45]=[CH:46][C:47]([NH2:50])=[CH:48][CH:49]=3)[CH:39]=2)[O:34]1. Procedure: 6-[2-(2,4-Difluorophenyl)chroman-6-yloxy]-pyridin-3-ylamine was prepared as described for 5-amino-2-(2-phenylchroman-6-yloxy)pyridine in Example 26 starting from 845 mg of 2-[2-(2,4-difluorophenyl)chroman-6-yloxy]-5-nitropyridine (Example 69(d)). 1H NMR (400 MHz, d6-DMSO) δ: 7.58 (m, 1H), 7.51 (d, 1H, J 3.3 Hz), 7.30 (m, 1H), 7.15 (m, 1H), 7.05 (dd, 1H, J 8.3, 3.3 Hz), 6.84-6.73 (m, 3H), 6.70 (d, 1H, J 8.3 Hz), 5.27 (dd, 1H, J 10.3, 2.3 Hz), 5.01 (s, 2H), 2.97 (m, 1H), 2.73 (m, 1H), 2.13 (m, 1H)...